This data is from the Open Reaction Database (ORD), a public repository of structured organic reaction records. The task is: describe an organic reaction: reactants, conditions, products, and yield Procedure details: The 1-(tetrahydrofuranyloxy)-alka-2,8-dien-5-ynes are also prepared by the coupling reaction between a 1-haloalk-2-ene, for example, 1-bromooct-2-ene, the preparation of which is described in J. Chem. Soc., 3868 (1957) and 1-(tetrahydropyranyloxy)hex-2-en-5-yne. The coupling reaction is conducted in an aqueous or aqueous alcoholic solution, at a temperature of from 0° C. to about 100° C., optionally in the presence of a cuprous salt, for example, cuprous chloride, for from 1 to 24 hours. 1-(Tetr... Reaction SMILES: BrCC=CCCCCC.[O:10]1[CH2:15][CH2:14][CH2:13][CH2:12][CH:11]1[O:16][CH2:17][CH:18]=[CH:19][CH2:20][C:21]#[CH:22]>>[O:10]1[CH2:15][CH2:14][CH2:13][CH2:12][CH:11]1[O:16][CH2:17][CH:18]=[CH:19][CH2:20][C:21]#[CH:22].[O:10]1[CH:11]=[CH:12][CH2:13][CH2:14][CH2:15]1.[CH2:17]([OH:16])[CH:18]=[CH:19][CH2:20][C:21]#[CH:22]. Yields the product O1C(CCCC1)OCC=CCC#C (1-(Tetrahydropyranyloxy)hex-2-en-5-yne), O1CCCC=C1 (dihydropyran), C(C=CCC#C)O (hex-2-en-5-yn-1-ol). Reactants: cuprous chloride, 1-haloalk-2-ene, cuprous, BrCC=CCCCCC (1-bromooct-2-ene), 1-(tetrahydrofuranyloxy)-alka-2,8-dien-5-ynes, O1C(CCCC1)OCC=CCC#C (1-(tetrahydropyranyloxy)hex-2-en-5-yne). Reactants: COC1=C(CN2[C@@H]([C@@H](C2=O)NC(OCC2=CC=CC=C2)=O)CNCCO)C=CC(=C1)OC (benzyl ((2R,3S)-1-(2,4-dimethoxybenzyl)-2-(((2-hydroxyethyl)amino)methyl)-4-oxoazetidin-3-yl)carbamate), C1=CN(C=N1)C(=O)N2C=CN=C2 (CDI). Solvent: C(Cl)(Cl)Cl (chloroform). Reaction conditions: time 30 minute. The product is COC1=C(CN2C([C@H]([C@H]2CN2C(OCC2)=O)NC(OCC2=CC=CC=C2)=O)=O)C=CC(=C1)OC (Benzyl ((3S,4R)-1-(2,4-dimethoxybenzyl)-2-oxo-4-((2-oxooxazolidin-3-yl)methyl)azetidin-3-yl)carbamate). Isolated yield 81.1%. RXN SMILES: [CH3:1][O:2][C:3]1[CH:30]=[C:29]([O:31][CH3:32])[CH:28]=[CH:27][C:4]=1[CH2:5][N:6]1[C:9](=[O:10])[C@@H:8]([NH:11][C:12](=[O:21])[O:13][CH2:14][C:15]2[CH:20]=[CH:19][CH:18]=[CH:17][CH:16]=2)[C@H:7]1[CH2:22][NH:23][CH2:24][CH2:25][OH:26].C1N=CN([C:38](N2C=NC=C2)=[O:39])C=1>C(Cl)(Cl)Cl>[CH3:1][O:2][C:3]1[CH:30]=[C:29]([O:31][CH3:32])[CH:28]=[CH:27][C:4]=1[CH2:5][N:6]1[C@H:7]([CH2:22][N:23]2[CH2:24][CH2:25][O:26][C:38]2=[O:39])[C@H:8]([NH:11][C:12](=[O:21])[O:13][CH2:14][C:15]2[CH:16]=[CH:17][CH:18]=[CH:19][CH:20]=2)[C:9]1=[O:10]. Procedure: To a solution of benzyl ((2R,3S)-1-(2,4-dimethoxybenzyl)-2-(((2-hydroxyethyl)amino)methyl)-4-oxoazetidin-3-yl)carbamate (4.47 g, 10.08 mmol) in chloroform (50 ml) was added CDI (4.90 g, 30.2 mmol). After stirring at rt for 30 min it was concentrated in vacuo. The crude residue was purified via silica gel chromatography (MeOH-DCM, 0-5%), affording the title compound (3.84 g, 81%) as a white foam. LCMS: Rt=0.76 min, m/z=470.1 (M+1). Starting materials: CN1CCC(O)CC1, NS(=O)(=O)c1ccc(F)c([N+](=O)[O-])c1, [H-], [Na+], C1CCOC1. Product: CN1CCC(Oc2ccc(S(N)(=O)=O)cc2[N+](=O)[O-])CC1. As a reaction SMILES: [CH3:1][N:2]1[CH2:3][CH2:4][CH:5]([OH:8])[CH2:6][CH2:7]1.[F:11][c:12]1[c:13]([N+:22](=[O:23])[O-:24])[cH:14][c:15]([S:18](=[O:19])(=[O:20])[NH2:21])[cH:16][cH:17]1.[H-:10].[Na+:9].[O:25]1[CH2:26][CH2:27][CH2:28][CH2:29]1>>[CH3:1][N:2]1[CH2:3][CH2:4][CH:5]([O:8][c:12]2[c:13]([N+:22](=[O:23])[O-:24])[cH:14][c:15]([S:18](=[O:19])(=[O:20])[NH2:21])[cH:16][cH:17]2)[CH2:6][CH2:7]1. The reactants are ClC1=CC=CC2=C1C(N1[C@H](C=3N2C=NC3C(=O)OC(C)(C)C)CC1)=O (tert.butyl (S)-8-chloro-12,12a-dihydro-9-oxo-9H,11H-azeto[2,1-c]imidazo[1,5-a][1,4]benzodiazepine-1-carboxylate), OCC1CC1 (hydroxymethyl-cyclopropane). Reagents/catalysts: CCO.CCO.CCO.CCO.[Ti] (tetraethyl orthotitanate). Reaction conditions: time 24 hour. The product is ClC1=CC=CC2=C1C(N1[C@H](C=3N2C=NC3C(=O)OCC3CC3)CC1)=O (cyclopropylmethyl (S)-8-chloro-12,12a-dihydro-9-oxo-9H,11H-azeto[2,1-c]imidazo[1,5-a][1,4]benzodiazepine-1-carboxylate). As a reaction SMILES: [Cl:1][C:2]1[C:7]2[C:8](=[O:25])[N:9]3[CH2:24][CH2:23][C@H:10]3[C:11]3[N:12]([CH:13]=[N:14][C:15]=3[C:16]([O:18]C(C)(C)C)=[O:17])[C:6]=2[CH:5]=[CH:4][CH:3]=1.O[CH2:27][CH:28]1[CH2:30][CH2:29]1>CCO.CCO.CCO.CCO.[Ti]>[Cl:1][C:2]1[C:7]2[C:8](=[O:25])[N:9]3[CH2:24][CH2:23][C@H:10]3[C:11]3[N:12]([CH:13]=[N:14][C:15]=3[C:16]([O:18][CH2:27][CH:28]3[CH2:30][CH2:29]3)=[O:17])[C:6]=2[CH:5]=[CH:4][CH:3]=1 |f:2.3.4.5.6|. Procedure details: A mixture of 9.4 g (26.1 mmol) of tert.butyl (S)-8-chloro-12,12a-dihydro-9-oxo-9H,11H-azeto[2,1-c]imidazo[1,5-a][1,4]benzodiazepine-1-carboxylate, 30 g (416 mmol) of hydroxymethyl-cyclopropane and 1.4 g (6 mmol) of tetraethyl orthotitanate is stirred at 120° for 24 hours, a small amount of solvent being distilled off in vacuo three times. The mixture is subsequently evaporated in vacuo, the residue is taken up in 60 ml of chloroform, the chloroform solution is treated with 40 ml of water and sti... The reactants are ClC1=NC(=CC=C1[N+](=O)[O-])Cl (2,6-dichloro-3-nitropyridine), C(=O)([O-])[O-].[K+].[K+] (K2CO3). The solvent is CO (methanol). Product: ClC1=NC(=C(C=C1)[N+](=O)[O-])OC (2-chloro-6-methoxy-5-nitropyridine), ClC1=NC(=CC=C1[N+](=O)[O-])OC (2-chloro-6-methoxy-3-nitropyridine). Yield: 200.8%. RXN SMILES: [Cl:1][C:2]1[C:7]([N+:8]([O-:10])=[O:9])=[CH:6][CH:5]=[C:4]([Cl:11])[N:3]=1.[C:12]([O-:15])([O-])=[O:13].[K+].[K+]>CO>[Cl:11][C:4]1[CH:5]=[CH:6][C:7]([N+:8]([O-:10])=[O:9])=[C:2]([O:13][CH3:12])[N:3]=1.[Cl:1][C:2]1[C:7]([N+:8]([O-:10])=[O:9])=[CH:6][CH:5]=[C:4]([O:15][CH3:12])[N:3]=1 |f:1.2.3|. Procedure details: A slurry of 2,6-dichloro-3-nitropyridine (92%, 9.9 g, 47 mmol) and K2CO3 powder (6.5 g, 47 mmol) in methanol (100 mL) was stirred for a week at RT. The reaction was filtered and concentrated. The residue was partitioned in ethyl acetate and 60% sat. aq. NaHCO3. The organic solution was washed with 60% sat. ag. NaHCO3 (2×), H2O, then sat. aq. NaCl, dried (MgSO4) and concentrated to afford 2-chloro-6-methoxy-5-nitropyridine and 2-chloro-6-methoxy-3-nitropyridine (8.9 g, 100%) as a light yellow sol... The reactants are CCCCCCCCCC(=O)Cl, ClC(Cl)Cl, CC(=O)CO, c1ccncc1. The product is CCCCCCCCCC(=O)OCC(C)=O. RXN SMILES: [C:1]([CH2:2][CH2:3][CH2:4][CH2:5][CH2:6][CH2:7][CH2:8][CH2:9][CH3:10])(=[O:11])[Cl:12].[CH:24]([Cl:25])([Cl:26])[Cl:27].[OH:13][CH2:14][C:15]([CH3:16])=[O:17].[cH:18]1[cH:19][cH:20][n:21][cH:22][cH:23]1>>[C:1]([CH2:2][CH2:3][CH2:4][CH2:5][CH2:6][CH2:7][CH2:8][CH2:9][CH3:10])(=[O:11])[O:13][CH2:14][C:15]([CH3:16])=[O:17]. Starting materials: C(Cl)Cl (methylene chloride), C(C)(C)C=1N=C(NC1)COCC1=CC=C(C=C1)OC (4-isopropyl-2-(p-methoxybenzyloxymethyl)-1H-imidazole), [OH-].[Na+] (sodium hydroxide), solid, II (iodine). Solvent: CO (methanol), O (water). Reaction conditions: time 1.5 hour. Product: IC1=C(N=C(N1)COCC1=CC=C(C=C1)OC)C(C)C (5-iodo-4-isopropyl-2-(p-methoxybenzyloxymethyl)-1H-imidazole). The yield is 81.0%. As a reaction SMILES: C(Cl)Cl.[CH:4]([C:7]1[N:8]=[C:9]([CH2:12][O:13][CH2:14][C:15]2[CH:20]=[CH:19][C:18]([O:21][CH3:22])=[CH:17][CH:16]=2)[NH:10][CH:11]=1)([CH3:6])[CH3:5].[I:23]I.[OH-].[Na+]>O.CO>[I:23][C:11]1[NH:10][C:9]([CH2:12][O:13][CH2:14][C:15]2[CH:16]=[CH:17][C:18]([O:21][CH3:22])=[CH:19][CH:20]=2)=[N:8][C:7]=1[CH:4]([CH3:6])[CH3:5] |f:3.4|. Procedure: (3)In methylene chloride (60 ml)-methanol (660 ml) dissolved 165 g (0.67 mol)of 4-isopropyl-2-(p-methoxybenzyloxymethyl)-1H-imidazole (3d), followed by addition of 170 g of solid iodine. Then, an aqueous solution prepared by dissolving 27.3 g (0.67 mol)of sodium hydroxide in 85 ml of water was added dropwise under ice-cooling. After completion of dropwise addition, the reaction mixture was stirred at room temperature for 1.5 hours. This reaction mixture was extracted with methylene chloride and ... The reactants are CC#N, CN(C)c1ccncc1, C(=NC1CCCCC1)=NC1CCCCC1, O=C(O)CCc1nc(-c2ccc(Cl)cc2)co1, CC(C)(O)c1ccccc1. Yields the product CC(C)(OC(=O)CCc1nc(-c2ccc(Cl)cc2)co1)c1ccccc1. As a reaction SMILES: [CH3:43][C:44]#[N:45].[CH3:46][N:47]([CH3:48])[c:49]1[cH:50][cH:51][n:52][cH:53][cH:54]1.[CH:28]1([N:29]=[C:30]=[N:31][CH:32]2[CH2:33][CH2:34][CH2:35][CH2:36][CH2:37]2)[CH2:38][CH2:39][CH2:40][CH2:41][CH2:42]1.[Cl:1][c:2]1[cH:3][cH:4][c:5](-[c:8]2[n:9][c:10]([CH2:13][CH2:14][C:15](=[O:16])[OH:17])[o:11][cH:12]2)[cH:6][cH:7]1.[c:18]1([C:24]([CH3:25])([CH3:26])[OH:27])[cH:19][cH:20][cH:21][cH:22][cH:23]1>>[Cl:1][c:2]1[cH:3][cH:4][c:5](-[c:8]2[n:9][c:10]([CH2:13][CH2:14][C:15](=[O:16])[O:17][C:24]([c:18]3[cH:19][cH:20][cH:21][cH:22][cH:23]3)([CH3:25])[CH3:26])[o:11][cH:12]2)[cH:6][cH:7]1. The reactants are NN1C(C2=CC=CC=C2C(=N1)S(=O)(=O)C1=CC=CC=C1)=O (2-amino-4-(phenylsulfonyl)phthalazin-1(2H)-one), CS(=O)(=O)C1=CC=C(C=C1)CC(=O)O (2-(4-(methylsulfonyl)phenyl)acetic acid). Yields the product CS(=O)(=O)C1=CC=C(C=C1)CC(=O)NN1C(C2=CC=CC=C2C(=N1)S(=O)(=O)C1=CC=CC=C1)=O (2-[4-(methylsulfonyl)phenyl]-N-[1-oxo-4-(phenylsulfonyl)phthalazin-2(1H)-yl]acetamide). Reaction SMILES: [NH2:1][N:2]1[N:11]=[C:10]([S:12]([C:15]2[CH:20]=[CH:19][CH:18]=[CH:17][CH:16]=2)(=[O:14])=[O:13])[C:9]2[C:4](=[CH:5][CH:6]=[CH:7][CH:8]=2)[C:3]1=[O:21].[CH3:22][S:23]([C:26]1[CH:31]=[CH:30][C:29]([CH2:32][C:33](O)=[O:34])=[CH:28][CH:27]=1)(=[O:25])=[O:24]>>[CH3:22][S:23]([C:26]1[CH:31]=[CH:30][C:29]([CH2:32][C:33]([NH:1][N:2]2[N:11]=[C:10]([S:12]([C:15]3[CH:16]=[CH:17][CH:18]=[CH:19][CH:20]=3)(=[O:14])=[O:13])[C:9]3[C:4](=[CH:5][CH:6]=[CH:7][CH:8]=3)[C:3]2=[O:21])=[O:34])=[CH:28][CH:27]=1)(=[O:24])=[O:25]. Procedure: The product from Example 68B and 2-(4-(methylsulfonyl)phenyl)acetic acid were processed using a method similar to that described in Example 10C to afford the title compound. 1H NMR (500 MHz, DMSO-d6) δ 11.97 (s, 1H), 8.56 (d, J=8.2, 1H), 8.42-8.35 (m, 1H), 8.15-8.08 (m, 1H), 8.04-7.99 (m, 3H), 7.91 (d, J=8.3, 2H), 7.82-7.77 (m, 1H), 7.71-7.65 (m, 2H), 7.57 (d, J=8.3, 2H), 3.83 (s, 2H), 3.24 (s, 3H); MS (DCI+) M/Z 515 (M+NH4)+. Reactants: C1(=CC=CC=C1)S (thiophenol), [Na] (sodium), N1=C(C=CC=C1)N1N=C(N=C1Cl)O (1-(2-pyridinyl)-5-chloro-1H-1,2,4-triazol-3-ol). Solvent: CO (methanol), CO (methanol). Run at time 3 hour. The product is N1=C(C=CC=C1)N1N=C(N=C1SC1=CC=CC=C1)O (1-(2-pyridinyl)-5-(phenylthio)-1H-1,2,4-triazol-3-ol). The yield is 70.5%. RXN SMILES: [Na].[C:2]1([SH:8])[CH:7]=[CH:6][CH:5]=[CH:4][CH:3]=1.[N:9]1[CH:14]=[CH:13][CH:12]=[CH:11][C:10]=1[N:15]1[C:19](Cl)=[N:18][C:17]([OH:21])=[N:16]1>CO>[N:9]1[CH:14]=[CH:13][CH:12]=[CH:11][C:10]=1[N:15]1[C:19]([S:8][C:2]2[CH:7]=[CH:6][CH:5]=[CH:4][CH:3]=2)=[N:18][C:17]([OH:21])=[N:16]1 |^1:0|. Procedure details: To a solution of 2.3 g (0.10 m) of sodium metal dissolved in 125 ml of methanol was added a solution of 5.51 g (0.05 m) of thiophenol in 25 ml of methanol. To this mixture was added 9.8 g (0.05 m) of 1-(2-pyridinyl)-5-chloro-1H-1,2,4-triazol-3-ol and the mixture stirred for three hours at toom temperature. The methanol was removed by evaporation under vacuum and the residue which remained was taken up in water and the water insoluble solids were removed by filtration. The aqueous layer was acidi...